This data is from the Open Reaction Database (ORD), a public repository of structured organic reaction records. The task is: describe an organic reaction: reactants, conditions, products, and yield Reactants: COc1ccc(Cl)cc1C1(F)C(=O)N(CO)c2cc(C(F)(F)F)ccc21, ClCCl. The product is COc1ccc(Cl)cc1C1(F)C(=O)N(CCl)c2cc(C(F)(F)F)ccc21. As a reaction SMILES: [Cl:1][c:2]1[cH:3][cH:4][c:5]([O:25][CH3:26])[c:6]([C:8]2([F:24])[C:9](=[O:23])[N:10]([CH2:21][OH:22])[c:11]3[cH:12][c:13]([C:17]([F:18])([F:19])[F:20])[cH:14][cH:15][c:16]32)[cH:7]1.[Cl:27][CH2:28][Cl:29]>>[Cl:1][c:2]1[cH:3][cH:4][c:5]([O:25][CH3:26])[c:6]([C:8]2([F:24])[C:9](=[O:23])[N:10]([CH2:21][Cl:27])[c:11]3[cH:12][c:13]([C:17]([F:18])([F:19])[F:20])[cH:14][cH:15][c:16]32)[cH:7]1. Starting materials: NC1=C(C=C(C=C1Br)S(=O)(=O)N=C(C)Cl)Br (N-(4-amino-3,5-dibromophenylsulfonyl) acetimidoyl chloride), C(C)NCC (diethylamine), O (water). The solvent is C(Cl)Cl (methylene chloride), C(Cl)Cl (methylene chloride). Product: C(C)N(C(C)=NS(=O)(=O)C1=CC(=C(C(=C1)Br)N)Br)CC (N,N-diethyl-N'-(4-amino-3,5-dibromophenylsulfonyl) acetamidine). RXN SMILES: [NH2:1][C:2]1[C:7]([Br:8])=[CH:6][C:5]([S:9]([N:12]=[C:13](Cl)[CH3:14])(=[O:11])=[O:10])=[CH:4][C:3]=1[Br:16].[CH2:17]([NH:19][CH2:20][CH3:21])[CH3:18].O>C(Cl)Cl>[CH2:17]([N:19]([CH2:20][CH3:21])[C:13](=[N:12][S:9]([C:5]1[CH:6]=[C:7]([Br:8])[C:2]([NH2:1])=[C:3]([Br:16])[CH:4]=1)(=[O:11])=[O:10])[CH3:14])[CH3:18]. Procedure details: 100 Mg. of crude N-(4-amino-3,5-dibromophenylsulfonyl) acetimidoyl chloride is stirred in 10 ml. of methylene chloride with 1 ml. of diethylamine at room temperature overnight. Volumes of water and methylene chloride equal to the volume of the reaction mixture are added, agitated and the layers separated. The organic layer is dried over magnesium sulfate and evaporated to dryness, in vacuo. The residue is taken up in 1 ml. of ethyl acetate and the dropwise addition of petroleum ether affords N,N... Starting materials: ClC=1C=C(C(=O)OO)C=CC1 (3-Chloroperoxybenzoic acid), ClC1=CC=C(C=C1)N1N=C2C3=C(CCC2CC1)C=CN=C3 (2-(4-Chlorophenyl)-2,3,4,4a,5,6-hexahydropyrido[4,3-h]cinnoline). Solvent: ClCCl (dichloromethane), ClCCl (dichloromethane). Yields the product ClC1=CC=C(C=C1)N1N=C2C3=C(CCC2CC1)C=C[N+](=C3)[O-] (2-(4-Chlorophenyl)-2,3,4,4a,5,6-hexahydro-9-oxidopyrido[4,3-h]cinnoline). The yield is 72.1%. RXN SMILES: ClC1C=C(C=CC=1)C(OO)=[O:6].[Cl:12][C:13]1[CH:18]=[CH:17][C:16]([N:19]2[CH2:28][CH2:27][CH:26]3[C:21]([C:22]4[CH:32]=[N:31][CH:30]=[CH:29][C:23]=4[CH2:24][CH2:25]3)=[N:20]2)=[CH:15][CH:14]=1>ClCCl>[Cl:12][C:13]1[CH:18]=[CH:17][C:16]([N:19]2[CH2:28][CH2:27][CH:26]3[C:21]([C:22]4[CH:32]=[N+:31]([O-:6])[CH:30]=[CH:29][C:23]=4[CH2:24][CH2:25]3)=[N:20]2)=[CH:15][CH:14]=1. Procedure details: 3-Chloroperoxybenzoic acid (60%) (35 mg) was added to a solution of 2-(4-Chlorophenyl)-2,3,4,4a,5,6-hexahydropyrido[4,3-h]cinnoline (example 17, 25 mg) in dichloromethane (5 ml) at 25° C. After 4 hours the reaction was diluted with dichloromethane and sequentially washed with an aqueous solution of sodium metabisulfite, saturated sodium bicarbonate solution, brine, dried and evaporated. Purification by chromatography, eluting with ethyl acetate/methanol (4:1) afforded the title compound (19 mg). Reactants: ClC=1C=C(C(=O)OC)C=CN1 (methyl 2-chloroisonicotinate), C[Sn](C1=NC=CC=C1)(C)C (2-(trimethylstannyl)pyridine), O (water), CCOC(=O)C (AcOEt). Reagents/catalysts: Cl[Pd]([P](C1=CC=CC=C1)(C2=CC=CC=C2)C3=CC=CC=C3)([P](C4=CC=CC=C4)(C5=CC=CC=C5)C6=CC=CC=C6)Cl (PdCl2(PPh3)2). Run in C1(=CC(=CC=C1)C)C (meta-xylene). Reaction conditions: temperature 75 celsius. Product: COC(=O)C1=CC(=NC=C1)C1=NC=CC=C1 (methyl[2,2′-bipyridine]-4-carboxylate). As a reaction SMILES: Cl[C:2]1[CH:3]=[C:4]([CH:9]=[CH:10][N:11]=1)[C:5]([O:7][CH3:8])=[O:6].C[Sn](C)(C)[C:14]1[CH:19]=[CH:18][CH:17]=[CH:16][N:15]=1.O.CCOC(C)=O>C1(C)C=CC=C(C)C=1.Cl[Pd](Cl)([P](C1C=CC=CC=1)(C1C=CC=CC=1)C1C=CC=CC=1)[P](C1C=CC=CC=1)(C1C=CC=CC=1)C1C=CC=CC=1>[CH3:8][O:7][C:5]([C:4]1[CH:9]=[CH:10][N:11]=[C:2]([C:14]2[CH:19]=[CH:18][CH:17]=[CH:16][N:15]=2)[CH:3]=1)=[O:6] |^1:39,58|. Reported procedure: A mixture of commercially available methyl 2-chloroisonicotinate (300 mg; 1.74 mmol), 2-(trimethylstannyl)pyridine (422 mg; 1.74 mmol), and PdCl2(PPh3)2 (122 mg; 0.17 mmol) in anh. meta-xylene (7 ml) was heated to 75° C., under nitrogen, for 18 h. After cooling to rt, water and AcOEt were added. The separated aq. layer was further extracted with AcOEt. The mixed organic layers were washed with brine, dried over anh. MgSO4, filtered, and concentrated to dryness under reduced pressure. Purificatio... Starting materials: BrC1=CC=C2C=C(N=CC2=C1)NC(=O)C1CC1 (N-(7-bromoisoquinolin-3-yl)cyclopropanecarboxamide), CC1=C(C=C(C=C1)C)B(O)O (2,5-dimethylphenylboronic acid), C([O-])([O-])=O.[Na+].[Na+] (sodium carbonate). The reagents and catalysts are CC(C)(C)P(C1=CC=C(C=C1)N(C)C)C(C)(C)C.CC(C)(C)P(C1=CC=C(C=C1)N(C)C)C(C)(C)C.Cl[Pd]Cl (bis(di-tert-butyl(4-dimethylaminophenyl)-phosphine)dichloropalladium(II)). Run in C(C)#N (acetonitrile). Conditions: temperature 120 celsius. Product: CC1=C(C=C(C=C1)C)C1=CC=C2C=C(N=CC2=C1)NC(=O)C1CC1 (N-(7-(2,5-dimethylphenyl)isoquinolin-3-yl)cyclopropanecarboxamide). Isolated yield 79.0%. Reaction SMILES: Br[C:2]1[CH:11]=[C:10]2[C:5]([CH:6]=[C:7]([NH:12][C:13]([CH:15]3[CH2:17][CH2:16]3)=[O:14])[N:8]=[CH:9]2)=[CH:4][CH:3]=1.[CH3:18][C:19]1[CH:24]=[CH:23][C:22]([CH3:25])=[CH:21][C:20]=1B(O)O.C(=O)([O-])[O-].[Na+].[Na+]>CC(P(C(C)(C)C)C1C=CC(N(C)C)=CC=1)(C)C.CC(P(C(C)(C)C)C1C=CC(N(C)C)=CC=1)(C)C.Cl[Pd]Cl.C(#N)C>[CH3:18][C:19]1[CH:24]=[CH:23][C:22]([CH3:25])=[CH:21][C:20]=1[C:2]1[CH:11]=[C:10]2[C:5]([CH:6]=[C:7]([NH:12][C:13]([CH:15]3[CH2:17][CH2:16]3)=[O:14])[N:8]=[CH:9]2)=[CH:4][CH:3]=1 |f:2.3.4,5.6.7|. Reported procedure: A mixture of N-(7-bromoisoquinolin-3-yl)cyclopropanecarboxamide (49.0 mg, 168 mmol), 2,5-dimethylphenylboronic acid (52.0 mg, 347 woe, bis(di-tert-butyl(4-dimethylaminophenyl)-phosphine)dichloropalladium(II) (7.2 mg, 10 μmol) and aqueous sodium carbonate (1.0 M, 0.5 mL) and acetonitrile (1.5 mL) was heated under microwave irradiation (Biotage, 200 watts) at 120° C. for 10 minutes. The cooled reaction mixture was partitioned between ethyl acetate (20 mL) and water (20 mL), and the separated aqueo... Reactants: [O-][Si](=O)[O-].[Na+].[Na+] (sodium metasilicate), [O-][Si](=O)[O-].[Na+].[Na+] (sodium metasilicate), S(O)(O)(=O)=O (sulfuric acid). Run in O (water). Reaction conditions: time 1.5 hour. Yields the product [Si](O)(O)(O)O (silicic acid), S(=O)(=O)(O)[O-].[Na+] (sodium hydrogen sulfate). RXN SMILES: [O-:1][Si:2]([O-:4])=[O:3].[Na+:5].[Na+].[S:7](=[O:11])(=[O:10])([OH:9])[OH:8]>O>[Si:2]([OH:8])([OH:4])([OH:1])[OH:3].[S:7]([O-:11])([OH:10])(=[O:9])=[O:8].[Na+:5] |f:0.1.2,6.7|. Reported procedure: About 100 parts by weight of granular sodium metasilicate containing less than 6 mols of water per mol of sodium metasilicate is slowly added to 100 parts by weight of concentrated sulfuric acid while agitating and keeping the temperature below 100° C. The chemical reaction is complete in 1 to 2 hours, thereby producing a white granular silicic acid compound and sodium hydrogen sulfate. The mixture is washed with water, filtered to remove the sodium hydrogen sulfate and recover the white granula... Reactants: C1CCOC1, CCOC(=O)C1CC2CSCC(C1)C2=O, [Na+], [OH-]. Yields the product O=C(O)C1CC2CSCC(C1)C2=O. As a reaction SMILES: [CH2:18]1[O:19][CH2:20][CH2:21][CH2:22]1.[CH2:1]([CH3:2])[O:3][C:4](=[O:5])[CH:6]1[CH2:7][CH:8]2[CH2:9][S:10][CH2:11][CH:12]([CH2:13]1)[C:14]2=[O:15].[Na+:17].[OH-:16]>>[O:3]=[C:4]([OH:5])[CH:6]1[CH2:7][CH:8]2[CH2:9][S:10][CH2:11][CH:12]([CH2:13]1)[C:14]2=[O:15]. Reactants: CCC(C)(C)CC1NC(C(=O)NCCC2COC(C)(C)O2)C(c2cccc(Cl)c2F)C1(C#N)c1ccc(Cl)cc1F, Cl, C1CCOC1. Product: CCC(C)(C)CC1NC(C(=O)NCCC(O)CO)C(c2cccc(Cl)c2F)C1(C#N)c1ccc(Cl)cc1F. RXN SMILES: [CH3:1][C:2]1([CH3:41])[O:3][CH2:4][CH:5]([CH2:7][CH2:8][NH:9][C:10](=[O:11])[CH:12]2[NH:13][CH:14]([CH2:35][C:36]([CH2:37][CH3:38])([CH3:39])[CH3:40])[C:15]([C:25]#[N:26])([c:27]3[c:28]([F:34])[cH:29][c:30]([Cl:33])[cH:31][cH:32]3)[CH:16]2[c:17]2[c:18]([F:24])[c:19]([Cl:23])[cH:20][cH:21][cH:22]2)[O:6]1.[ClH:42].[O:43]1[CH2:44][CH2:45][CH2:46][CH2:47]1>>[OH:3][CH2:4][CH:5]([OH:6])[CH2:7][CH2:8][NH:9][C:10](=[O:11])[CH:12]1[NH:13][CH:14]([CH2:35][C:36]([CH2:37][CH3:38])([CH3:39])[CH3:40])[C:15]([C:25]#[N:26])([c:27]2[c:28]([F:34])[cH:29][c:30]([Cl:33])[cH:31][cH:32]2)[CH:16]1[c:17]1[c:18]([F:24])[c:19]([Cl:23])[cH:20][cH:21][cH:22]1. The reactants are COC(OC)N(C)C, CC(C)(C)C(=O)Cn1cncn1. The product is CN(C)C=C(C(=O)C(C)(C)C)n1cncn1. RXN SMILES: [CH3:13][O:14][CH:15]([N:16]([CH3:17])[CH3:18])[O:19][CH3:20].[CH3:1][C:2]([C:3]([CH2:4][n:5]1[n:6][cH:7][n:8][cH:9]1)=[O:10])([CH3:11])[CH3:12]>>[CH3:1][C:2]([C:3]([C:4]([n:5]1[n:6][cH:7][n:8][cH:9]1)=[CH:15][N:16]([CH3:17])[CH3:18])=[O:10])([CH3:11])[CH3:12].